This data is from the Open Reaction Database (ORD), a public repository of structured organic reaction records. The task is: describe an organic reaction: reactants, conditions, products, and yield The reactants are CCOC(=O)c1cc(=O)c2cc(OC)cc(Br)c2o1, O=C([O-])[O-], CN1CCCNCC1, Cc1ccccc1, [Cs+], [Cs+]. Yields the product CCOC(=O)c1cc(=O)c2cc(OC)cc(N3CCCN(C)CC3)c2o1. RXN SMILES: [Br:1][c:2]1[cH:3][c:4]([O:18][CH3:19])[cH:5][c:6]2[c:7](=[O:17])[cH:8][c:9]([C:12](=[O:13])[O:14][CH2:15][CH3:16])[o:10][c:11]12.[C:28](=[O:29])([O-:30])[O-:31].[CH3:20][N:21]1[CH2:22][CH2:23][NH:24][CH2:25][CH2:26][CH2:27]1.[CH3:34][c:35]1[cH:36][cH:37][cH:38][cH:39][cH:40]1.[Cs+:32].[Cs+:33]>>[c:2]1([N:24]2[CH2:23][CH2:22][N:21]([CH3:20])[CH2:27][CH2:26][CH2:25]2)[cH:3][c:4]([O:18][CH3:19])[cH:5][c:6]2[c:7](=[O:17])[cH:8][c:9]([C:12](=[O:13])[O:14][CH2:15][CH3:16])[o:10][c:11]12. Reactants: COC(=O)C1=CC2=C1C=C(C(=C2)C(C2=CC(=CC=C2)Cl)=O)O (4-(m-chlorobenzoyl)-5-hydroxybenzocyclobutene- 1-carboxylic acid methyl ester), [OH-].[Na+] (sodium hydroxide). The solvent is CCOCC (ether). Conditions: time 15 minute. Product: ClC=1C=C(C(=O)C2=CC3=C(C(=C3)C(=O)O)C=C2O)C=CC1 (4-(m-chlorobenzoyl)-5-hydroxybenzocyclobutene-1-carboxylic acid). RXN SMILES: C[O:2][C:3]([C:5]1[C:8]2[CH:9]=[C:10]([OH:22])[C:11]([C:13](=[O:21])[C:14]3[CH:19]=[CH:18][CH:17]=[C:16]([Cl:20])[CH:15]=3)=[CH:12][C:7]=2[CH:6]=1)=[O:4].[OH-].[Na+]>CCOCC>[Cl:20][C:16]1[CH:15]=[C:14]([CH:19]=[CH:18][CH:17]=1)[C:13]([C:11]1[C:10]([OH:22])=[CH:9][C:8]2[C:5]([C:3]([OH:4])=[O:2])=[CH:6][C:7]=2[CH:12]=1)=[O:21] |f:1.2|. Procedure: 12.1 g of 4-(m-chlorobenzoyl)-5-hydroxybenzocyclobutene- 1-carboxylic acid methyl ester are dissolved in 120 ml of ether; 100 ml of 2N aqueous sodium hydroxide solution are added and the whole is stirred well for 15 minutes at room temperature. The ether phase is separated off and washed with water. The strongly yellow-coloured aqueous phase is washed with ether. The combined aqueous phases are rendered acidic with concentrated hydrochloric acid and extracted thoroughly with methylene chloride. ...